From a dataset of the Open Reaction Database (ORD), a public repository of structured organic reaction records. describe an organic reaction: reactants, conditions, products, and yield The reactants are C1(=CC=CC=C1)C1=NOC(=C1C(F)(F)F)C(=O)O (3-phenyl-4-(trifluoromethyl)isoxazole-5-carboxylic acid), C(C(=O)Cl)(=O)Cl (oxalyl chloride), CCCC[N+](CCCC)(CCCC)CCCC.[F-] (TBAF), C1CCOC1 (THF), CCN(C(C)C)C(C)C (DIEA), OC(C(C)(C)N1C[C@H](CCC1)C(=O)OCC)C1=CC=C(C=C1)/C(/N)=N/O ((3S)-ethyl 1-(1-hydroxy-1-(4-((Z)—N′-hydroxycarbamimidoyl)phenyl)-2-methylpropan-2-yl)piperidine-3-carboxylate). Reagents/catalysts: CN(C)C=O (DMF). Run in C(Cl)Cl (DCM). Reaction conditions: time 2 hour. Yields the product FC1(CN(CCC1)CC(C1=CC=C(C=C1)C1=NOC(=N1)C1=C(C(=NO1)C1=CC=CC=C1)C(F)(F)F)O)C(=O)O (3-Fluoro-1-(2-hydroxy-2-(4-(5-(3-phenyl-4-(trifluoromethyl)isoxazol-5-yl)-1,2,4-oxadiazol-3-yl)phenyl)ethyl)piperidine-3-carboxylic acid). Reaction SMILES: [C:1]1([C:7]2[C:11]([C:12]([F:15])([F:14])[F:13])=[C:10]([C:16]([OH:18])=O)[O:9][N:8]=2)[CH:6]=[CH:5][CH:4]=[CH:3][CH:2]=1.C(Cl)(=O)C(Cl)=O.CCN(C(C)C)C(C)C.[OH:34][CH:35]([C:50]1[CH:55]=[CH:54][C:53](/[C:56](=[N:58]/O)/[NH2:57])=[CH:52][CH:51]=1)[C:36]([N:39]1[CH2:44][CH2:43][CH2:42][C@H:41]([C:45]([O:47]CC)=[O:46])[CH2:40]1)(C)C.CCCC[N+](CCCC)(CCCC)CCCC.[F-:77].C1COCC1>C(Cl)Cl.CN(C=O)C>[F:77][C:41]1([C:45]([OH:47])=[O:46])[CH2:42][CH2:43][CH2:44][N:39]([CH2:36][CH:35]([OH:34])[C:50]2[CH:55]=[CH:54][C:53]([C:56]3[N:58]=[C:16]([C:10]4[O:9][N:8]=[C:7]([C:1]5[CH:2]=[CH:3][CH:4]=[CH:5][CH:6]=5)[C:11]=4[C:12]([F:13])([F:14])[F:15])[O:18][N:57]=3)=[CH:52][CH:51]=2)[CH2:40]1 |f:4.5|. Procedure details: To a mixture of 3-phenyl-4-(trifluoromethyl)isoxazole-5-carboxylic acid (70.8 mg, 0.275 mmol) and oxalyl chloride (0.048 mL, 0.550 mmol) in DCM (5 mL) was added DMF (3 drops) at 25° C. The reaction mixture was stirred at room temperature for 2 hours. The reaction mixture was concentrated in vacuo and dried. The residue was dissolved in acetonitrile (5.00 mL). Next, DIEA (0.048 mL, 0.275 mmol) and (3S)-ethyl 1-(1-hydroxy-1-(4-((Z)—N′-hydroxycarbamimidoyl)phenyl)-2-methylpropan-2-yl)piperidine-3-c... Reactants: Cl (hydrogen chloride), FC(F)(F)[Si](C)(C)C ((trifluoromethyl)trimethylsilane), [F-].C(CCC)[N+](CCCC)(CCCC)CCCC (tetrabutylammonium fluoride), solution, O1CCCC1 (tetrahydrofuran), O1CCCC1 (tetrahydrofuran). Run at time 1 hour. Product: CC1=NC=C(C=C1)C(C(F)(F)F)O (2-methyl-5-(2,2,2-trifluoro-1-hydroxyethyl)pyridine). The yield is 50.0%. As a reaction SMILES: [F:1][C:2]([Si](C)(C)C)([F:4])[F:3].[F-].[CH2:10]([N+:14](CCCC)(CCCC)[CH2:15]CCC)[CH2:11]CC.Cl.[O:28]1[CH2:32][CH2:31][CH2:30][CH2:29]1>>[CH3:11][C:10]1[CH:29]=[CH:30][C:31]([CH:32]([OH:28])[C:2]([F:4])([F:3])[F:1])=[CH:15][N:14]=1 |f:1.2|. Reported procedure: 6-Methylnicotinic acid N,O-dimethylhydroxylamide (737 mg, 4.09 mmol) was dissolved in dichloromethane. To this, diisobutylaluminum hydride (a 0.98 mol/L solution in hexane, 4.60 mL, 4.50 mmol) was added dropwise under a nitrogen atmosphere at −10° C. and the mixture was stirred at the same temperature for 10 minutes. To this, water (4.60 mL) was added and the mixture was stirred at room temperature for 1 hour. The reaction mixture was filtered through Celite and the filtrate was concentrated. Th... The reactants are CC1=C(OC2=C(S1(=O)=O)C=CC=C2)C2=CC=C(C=C2)O (4-(3-methyl-4,4-dioxido-1,4-benzoxathiin-2-yl)phenol), OCCCN1CCCC1 (1-(3-hydroxypropyl)pyrrolidine). Yields the product CC1=C(OC2=C(S1(=O)=O)C=CC=C2)C2=CC=C(OCCCN1CCCC1)C=C2 (1-{3-[4-(3-methyl-4,4-dioxido-1,4-benzoxathiin-2-yl)phenoxy]propyl}pyrrolidine). As a reaction SMILES: [CH3:1][C:2]1[S:7](=[O:9])(=[O:8])[C:6]2[CH:10]=[CH:11][CH:12]=[CH:13][C:5]=2[O:4][C:3]=1[C:14]1[CH:19]=[CH:18][C:17]([OH:20])=[CH:16][CH:15]=1.O[CH2:22][CH2:23][CH2:24][N:25]1[CH2:29][CH2:28][CH2:27][CH2:26]1>>[CH3:1][C:2]1[S:7](=[O:9])(=[O:8])[C:6]2[CH:10]=[CH:11][CH:12]=[CH:13][C:5]=2[O:4][C:3]=1[C:14]1[CH:15]=[CH:16][C:17]([O:20][CH2:22][CH2:23][CH2:24][N:25]2[CH2:29][CH2:28][CH2:27][CH2:26]2)=[CH:18][CH:19]=1. Procedure: The entitled compound was obtained according to the method of Example 3 but using the compound synthesized in the above (1) and 1-(3-hydroxypropyl)pyrrolidine as the starting material. The reactants are hydrochloride salt, CC1=CC=C(C=C1)S(=O)(=O)OCC1OC2=C(C1)C=C(C=C2C2=C(C=CC=C2)F)Cl ((±)-[5-chloro-7-(2-fluorophenyl)-2,3-dihydro-1-benzofuran-2-yl]methyl 4-methylbenzenesulfonate), CN (methylamine). Yields the product ClC=1C=C(C2=C(CC(O2)CNC)C1)C1=C(C=CC=C1)F ((±)-[(5-chloro-7-(2-fluorophenyl)-2,3-dihydro-1-benzofuran-2-yl]methyl}methylamine). As a reaction SMILES: CC1C=CC(S(O[CH2:12][CH:13]2[CH2:17][C:16]3[CH:18]=[C:19]([Cl:29])[CH:20]=[C:21]([C:22]4[CH:27]=[CH:26][CH:25]=[CH:24][C:23]=4[F:28])[C:15]=3[O:14]2)(=O)=O)=CC=1.[CH3:30][NH2:31]>>[Cl:29][C:19]1[CH:20]=[C:21]([C:22]2[CH:27]=[CH:26][CH:25]=[CH:24][C:23]=2[F:28])[C:15]2[O:14][CH:13]([CH2:12][NH:31][CH3:30])[CH2:17][C:16]=2[CH:18]=1. Procedure details: The title compound was prepared (0.037 g, 34%) following the general procedure of Example 390 as a white solid, hydrochloride salt from (±)-[5-chloro-7-(2-fluorophenyl)-2,3-dihydro-1-benzofuran-2-yl]methyl 4-methylbenzenesulfonate (0.142 g, 0.33 mmol) and methylamine (0.102 g, 3.3 mmol). mp 159-161° C. Starting materials: CC=CCBr, O=C([O-])[O-], CN(C)C=O, CC(C)=C1OC(=O)N(c2cc3c(cc2F)OCC(=O)N3)C1=O, [I-], [K+], [K+], [K+], O. Product: CC=CCN1C(=O)COc2cc(F)c(N3C(=O)OC(=C(C)C)C3=O)cc21. As a reaction SMILES: [Br:31][CH2:32][CH:33]=[CH:34][CH3:35].[C:23](=[O:24])([O-:25])[O-:26].[CH3:36][N:37]([CH3:38])[CH:39]=[O:40].[F:1][c:2]1[cH:3][c:4]2[c:5]([cH:11][c:12]1[N:13]1[C:14](=[O:22])[O:15][C:16](=[C:19]([CH3:20])[CH3:21])[C:17]1=[O:18])[NH:6][C:7](=[O:10])[CH2:8][O:9]2.[I-:30].[K+:27].[K+:28].[K+:29].[OH2:41]>>[F:1][c:2]1[cH:3][c:4]2[c:5]([cH:11][c:12]1[N:13]1[C:14](=[O:22])[O:15][C:16](=[C:19]([CH3:20])[CH3:21])[C:17]1=[O:18])[N:6]([CH2:32][CH:33]=[CH:34][CH3:35])[C:7](=[O:10])[CH2:8][O:9]2. Reactants: Nc1nc(Cl)c2nnn(Cc3cccc(COC4CCOC4)n3)c2n1, OB(O)c1ccccc1. Yields the product Nc1nc(-c2ccccc2)c2nnn(Cc3cccc(COC4CCOC4)n3)c2n1. As a reaction SMILES: [Cl:1][c:2]1[c:3]2[c:4]([n:5][c:6]([NH2:8])[n:7]1)[n:9]([CH2:12][c:13]1[n:14][c:15]([CH2:19][O:20][CH:21]3[CH2:22][O:23][CH2:24][CH2:25]3)[cH:16][cH:17][cH:18]1)[n:10][n:11]2.[OH:26][B:27]([OH:28])[c:29]1[cH:30][cH:31][cH:32][cH:33][cH:34]1>>[c:2]1(-[c:29]2[cH:30][cH:31][cH:32][cH:33][cH:34]2)[c:3]2[c:4]([n:5][c:6]([NH2:8])[n:7]1)[n:9]([CH2:12][c:13]1[n:14][c:15]([CH2:19][O:20][CH:21]3[CH2:22][O:23][CH2:24][CH2:25]3)[cH:16][cH:17][cH:18]1)[n:10][n:11]2.